Dataset: the Open Reaction Database (ORD), a public repository of structured organic reaction records. Task: describe an organic reaction: reactants, conditions, products, and yield Reactants: C(C)(=O)OCC (ethyl acetate), O1C=C(C=C1)B(O)O (3-furan boronic acid), BrC=1C=C(OCC(=O)NC2=C(C(=O)OC)C=C(C=C2)Cl)C=CC1 (methyl 2-{[(3-bromophenoxy)acetyl]amino}-5-chlorobenzoate), C([O-])([O-])=O.[Cs+].[Cs+] (cesium carbonate). Reagents/catalysts: C=1C=CC(=CC1)[P](C=2C=CC=CC2)(C=3C=CC=CC3)[Pd]([P](C=4C=CC=CC4)(C=5C=CC=CC5)C=6C=CC=CC6)([P](C=7C=CC=CC7)(C=8C=CC=CC8)C=9C=CC=CC9)[P](C=1C=CC=CC1)(C=1C=CC=CC1)C=1C=CC=CC1 (tetrakis(triphenylphosphine)palladium(0)). The solvent is C1CCOC1 (THF). Conditions: time 1 hour. The product is ClC=1C=CC(=C(C(=O)OC)C1)NC(COC1=CC(=CC=C1)C1=COC=C1)=O (methyl 5-chloro-2-({[3-(furan-3-yl)phenoxy]acetyl}amino)benzoate). Isolated yield 10.4%. As a reaction SMILES: [O:1]1[CH:5]=[CH:4][C:3](B(O)O)=[CH:2]1.Br[C:10]1[CH:11]=[C:12]([CH:29]=[CH:30][CH:31]=1)[O:13][CH2:14][C:15]([NH:17][C:18]1[CH:27]=[CH:26][C:25]([Cl:28])=[CH:24][C:19]=1[C:20]([O:22][CH3:23])=[O:21])=[O:16].C(=O)([O-])[O-].[Cs+].[Cs+].C(OCC)(=O)C>C1COCC1.C1C=CC([P]([Pd]([P](C2C=CC=CC=2)(C2C=CC=CC=2)C2C=CC=CC=2)([P](C2C=CC=CC=2)(C2C=CC=CC=2)C2C=CC=CC=2)[P](C2C=CC=CC=2)(C2C=CC=CC=2)C2C=CC=CC=2)(C2C=CC=CC=2)C2C=CC=CC=2)=CC=1>[Cl:28][C:25]1[CH:26]=[CH:27][C:18]([NH:17][C:15](=[O:16])[CH2:14][O:13][C:12]2[CH:11]=[CH:10][CH:31]=[C:30]([C:3]3[CH:4]=[CH:5][O:1][CH:2]=3)[CH:29]=2)=[C:19]([CH:24]=1)[C:20]([O:22][CH3:23])=[O:21] |f:2.3.4,^1:52,54,73,92|. Procedure: 210 mg (10.7 mmol) of 3-furan boronic acid, 500 mg (7.13 mmol) of methyl 2-{[(3-bromophenoxy)acetyl]amino}-5-chlorobenzoate, 144 mg (0.713 mmol) of tetrakis(triphenylphosphine)palladium(0), and 613 mg (10.7 mmol) of cesium carbonate were heated under reflux for 6 hours in THF (5 mL). After the completion of the reaction, ethyl acetate was added thereto, and the mixture was stirred for 1 hour and filtered using a silica gel pad. After the filtrate was condensed, the obtained crude product was sep... The solvent is N1=CC=CC=C1 (pyridine). Starting materials: N1=C(N=CC=C1)N1CCN(CC1)CCCCN1S(C2=C(C1=O)C=CC(=C2)N)(=O)=O (2-(4-(4-(2-pyrimidinyl)-1-piperazinyl)butyl)-6-amino-1,2-benzisothiazol-3(2H)one 1,1-dioxide), ClC(=O)OCC (ethyl chloroformate). Product: N1=C(N=CC=C1)N1CCN(CC1)CCCCN1S(C2=C(C1=O)C=CC(=C2)NC(=O)OCC)(=O)=O (2-(4-(4-(2-pyrimidinyl)-1-piperazinyl)butyl)-6-ethoxycarbonylamino-1,2-benzisothiazol-3(2H)one 1,1-dioxide). RXN SMILES: [N:1]1[CH:6]=[CH:5][CH:4]=[N:3][C:2]=1[N:7]1[CH2:12][CH2:11][N:10]([CH2:13][CH2:14][CH2:15][CH2:16][N:17]2[C:21](=[O:22])[C:20]3[CH:23]=[CH:24][C:25]([NH2:27])=[CH:26][C:19]=3[S:18]2(=[O:29])=[O:28])[CH2:9][CH2:8]1.Cl[C:31]([O:33][CH2:34][CH3:35])=[O:32]>N1C=CC=CC=1>[N:3]1[CH:4]=[CH:5][CH:6]=[N:1][C:2]=1[N:7]1[CH2:12][CH2:11][N:10]([CH2:13][CH2:14][CH2:15][CH2:16][N:17]2[C:21](=[O:22])[C:20]3[CH:23]=[CH:24][C:25]([NH:27][C:31]([O:33][CH2:34][CH3:35])=[O:32])=[CH:26][C:19]=3[S:18]2(=[O:28])=[O:29])[CH2:9][CH2:8]1. Reaction conditions: time 12 hour. Procedure details: 0.01 mol of 2-(4-(4-(2-pyrimidinyl)-1-piperazinyl)butyl)-6-amino-1,2-benzisothiazol-3(2H)one 1,1-dioxide is dissolved in 30 ml of absolute pyridine and, via cooling in ice, 0.02 mol of ethyl chloroformate is added. The mixture is then allowed to reach room temperature and is stirred for 12 hours. The solvent is evaporated off, ice-water is added and the mixture is extracted by shaking several times with methylene chloride. Colourless crystals are obtained after evaporating off the solvent.